This data is from the Open Reaction Database (ORD), a public repository of structured organic reaction records. The task is: describe an organic reaction: reactants, conditions, products, and yield Reactants: ClC(Cl)Cl, COCCOCOC(CCCCC=O)COc1ccc(F)cc1, [Na+], [OH-], O=C(O)C(F)(F)F. The product is O=CCCCCC(O)COc1ccc(F)cc1. Reaction SMILES: [CH:33]([Cl:34])([Cl:35])[Cl:36].[F:1][c:2]1[cH:3][cH:4][c:5]([O:6][CH2:7][CH:8]([CH2:9][CH2:10][CH2:11][CH2:12][CH:13]=[O:14])[O:15][CH2:16][O:17][CH2:18][CH2:19][O:20][CH3:21])[cH:22][cH:23]1.[Na+:32].[OH-:31].[OH:24][C:25]([C:26]([F:27])([F:28])[F:29])=[O:30]>>[F:1][c:2]1[cH:3][cH:4][c:5]([O:6][CH2:7][CH:8]([CH2:9][CH2:10][CH2:11][CH2:12][CH:13]=[O:14])[OH:15])[cH:22][cH:23]1.